Dataset: the Open Reaction Database (ORD), a public repository of structured organic reaction records. Task: describe an organic reaction: reactants, conditions, products, and yield The reactants are resultant solution, NCC1=C(C2=C(N=C1CC)N(N=C2)CC)NC2CCOCC2 (5-(aminomethyl)-1,6-diethyl-N-(tetrahydro-2H-pyran-4-yl)-1H-pyrazolo[3,4-b]pyridin-4-amine), C1=C(C(=CC2=CC=CC=C12)C(=O)O)C(=O)O (2,3-naphthalenedicarboxylic acid), C=1C=CC2=C(C1)N=NN2O (HOBt), C(CCl)Cl (EDC). Run in C(Cl)Cl (DCM). Yields the product C(C)N1N=CC=2C1=NC(=C(C2NC2CCOCC2)CNC(=O)C=2C(=CC1=CC=CC=C1C2)C(=O)O)CC (3-[({[1,6-diethyl-4-(tetrahydro-2H-pyran-4-ylamino)-1H-pyrazolo[3,4-b]pyridin-5-yl]methyl}amino)carbonyl]-2-naphthalenecarboxylic acid). Reaction SMILES: [NH2:1][CH2:2][C:3]1[C:8]([CH2:9][CH3:10])=[N:7][C:6]2[N:11]([CH2:14][CH3:15])[N:12]=[CH:13][C:5]=2[C:4]=1[NH:16][CH:17]1[CH2:22][CH2:21][O:20][CH2:19][CH2:18]1.[CH:23]1[C:32]2[C:27](=[CH:28][CH:29]=[CH:30][CH:31]=2)[CH:26]=[C:25]([C:33]([OH:35])=[O:34])[C:24]=1[C:36](O)=[O:37].C1C=CC2N(O)N=NC=2C=1.C(Cl)CCl>C(Cl)Cl>[CH2:14]([N:11]1[C:6]2=[N:7][C:8]([CH2:9][CH3:10])=[C:3]([CH2:2][NH:1][C:36]([C:24]3[C:25]([C:33]([OH:35])=[O:34])=[CH:26][C:27]4[C:32]([CH:23]=3)=[CH:31][CH:30]=[CH:29][CH:28]=4)=[O:37])[C:4]([NH:16][CH:17]3[CH2:18][CH2:19][O:20][CH2:21][CH2:22]3)=[C:5]2[CH:13]=[N:12]1)[CH3:15]. Procedure: To 5-(aminomethyl)-1,6-diethyl-N-(tetrahydro-2H-pyran-4-yl)-1H-pyrazolo[3,4-b]pyridin-4-amine (0.1 mmol) and 2,3-naphthalenedicarboxylic acid (0.1 mmol) was dissolved in DCM (3 mL) was added HOBt (1.0 eq, 14.0 mg) and EDC (1.0 eq, 19.0 mg). The resultant solution was stirred overnight. The solution was purified by preparative hplc (Gilson) to yield 3-[({[1,6-diethyl-4-(tetrahydro-2H-pyran-4-ylamino)-1H-pyrazolo[3,4-b]pyridin-5-yl]methyl}amino)carbonyl]-2-naphthalenecarboxylic acid. This compound... The reactants are C1(CC1)COC1=C(C2=C(OCO2)C=C1)C=1C2=C(N=CN1)C(=CN2)C(=O)O (4-(5-cyclopropylmethoxy-benzo[1,3]dioxol-4-yl)-5H-pyrrolo[3,2-d]pyrimidine-7-carboxylic acid), C1(CC1)NC(=O)[C@@H]1CC[C@H](CC1)NC(O)=O (trans-(4-cyclopropylcarbamoyl-cyclohexyl)-carbamic acid), butyl ester. Product: C1(CC1)NC(=O)[C@@H]1CC[C@H](CC1)NC(=O)C1=CNC2=C1N=CN=C2C2=C(C=CC=1OCOC12)OCC1CC1 (trans-4-(5-Cyclopropylmethoxy-benzo[1,3]dioxol-4-yl)-5H-pyrrolo[3,2-d]pyrimidine-7-carboxylic acid (4-cyclopropylcarbamoyl-cyclohexyl)-amide). As a reaction SMILES: [CH:1]1([CH2:4][O:5][C:6]2[CH:14]=[CH:13][C:9]3[O:10][CH2:11][O:12][C:8]=3[C:7]=2[C:15]2[C:16]3[NH:23][CH:22]=[C:21]([C:24]([OH:26])=O)[C:17]=3[N:18]=[CH:19][N:20]=2)[CH2:3][CH2:2]1.[CH:27]1([NH:30][C:31]([C@H:33]2[CH2:38][CH2:37][C@H:36]([NH:39]C(=O)O)[CH2:35][CH2:34]2)=[O:32])[CH2:29][CH2:28]1>>[CH:27]1([NH:30][C:31]([C@H:33]2[CH2:38][CH2:37][C@H:36]([NH:39][C:24]([C:21]3[C:17]4[N:18]=[CH:19][N:20]=[C:15]([C:7]5[C:8]6[O:12][CH2:11][O:10][C:9]=6[CH:13]=[CH:14][C:6]=5[O:5][CH2:4][CH:1]5[CH2:2][CH2:3]5)[C:16]=4[NH:23][CH:22]=3)=[O:26])[CH2:35][CH2:34]2)=[O:32])[CH2:29][CH2:28]1. Reported procedure: Starting from 4-(5-cyclopropylmethoxy-benzo[1,3]dioxol-4-yl)-5H-pyrrolo[3,2-d]pyrimidine-7-carboxylic acid (example A67) and trans-(4-cyclopropylcarbamoyl-cyclohexyl)-carbamic acid tart-butyl ester (A195) the title compound is obtained as colorless solid. Starting materials: Cl, NC1C2CC3CC1CN(C3)C2, O=C(O)c1ccc(-c2ccccc2)s1. Product: Cl, O=C(NC1C2CC3CC1CN(C3)C2)c1ccc(-c2ccccc2)s1. Reaction SMILES: [ClH:1].[N:2]12[CH2:3][CH:4]3[CH:5]([NH2:12])[CH:6]([CH2:7][CH:8]([CH2:9]1)[CH2:10]3)[CH2:11]2.[c:13]1(-[c:19]2[cH:20][cH:21][c:22]([C:24](=[O:25])[OH:26])[s:23]2)[cH:14][cH:15][cH:16][cH:17][cH:18]1>>[ClH:1].[N:2]12[CH2:3][CH:4]3[CH:5]([NH:12][C:24]([c:22]4[cH:21][cH:20][c:19](-[c:13]5[cH:14][cH:15][cH:16][cH:17][cH:18]5)[s:23]4)=[O:25])[CH:6]([CH2:7][CH:8]([CH2:9]1)[CH2:10]3)[CH2:11]2. RXN SMILES: [CH3:12][N:13]1[CH2:14][CH2:15][O:16][CH2:17][CH2:18]1.[CH3:19][S:20](=[O:21])[CH2:22][CH2:23][c:24]1[c:25]([S:37](=[O:38])(=[O:39])[Cl:40])[cH:26][cH:27][c:28]([NH:30][C:31]([C:32]([F:33])([F:34])[F:35])=[O:36])[cH:29]1.[CH3:41][C:42]#[N:43].[NH2:1][c:2]1[cH:3][cH:4][c:5]2[c:6]([cH:11]1)[B:7]([OH:10])[O:8][CH2:9]2>>[NH:1]([c:2]1[cH:3][cH:4][c:5]2[c:6]([cH:11]1)[B:7]([OH:10])[O:8][CH2:9]2)[S:37]([c:25]1[c:24]([CH2:23][CH2:22][S:20]([CH3:19])=[O:21])[cH:29][c:28]([NH:30][C:31]([C:32]([F:33])([F:34])[F:35])=[O:36])[cH:27][cH:26]1)(=[O:38])=[O:39]. Reactants: CN1CCOCC1, CS(=O)CCc1cc(NC(=O)C(F)(F)F)ccc1S(=O)(=O)Cl, CC#N, Nc1ccc2c(c1)B(O)OC2. The product is CS(=O)CCc1cc(NC(=O)C(F)(F)F)ccc1S(=O)(=O)Nc1ccc2c(c1)B(O)OC2.